describe an organic reaction: reactants, conditions, products, and yield From a dataset of the Open Reaction Database (ORD), a public repository of structured organic reaction records. The reactants are O(C1=CC=CC=C1)C1=CC=C(C=C1)B(O)O (4-phenoxyphenylboronic acid), NC=1C(=NC(=C(N1)N)Cl)C(=O)N (3,5-diamino-6-chloropyrazine-2-carboxamide), C([O-])([O-])=O.[Na+].[Na+] (sodium carbonate), O (water). The reagents and catalysts are C=1C=CC(=CC1)[P](C=2C=CC=CC2)(C=3C=CC=CC3)[Pd]([P](C=4C=CC=CC4)(C=5C=CC=CC5)C=6C=CC=CC6)([P](C=7C=CC=CC7)(C=8C=CC=CC8)C=9C=CC=CC9)[P](C=1C=CC=CC1)(C=1C=CC=CC1)C=1C=CC=CC1 (tetrakis(triphenylphosphine)palladium). The solvent is C1(=CC=CC=C1)C (toluene), C(C)O (ethanol). Product: NC=1C(=NC(=C(N1)N)C1=CC=C(C=C1)OC1=CC=CC=C1)C(=O)N (3,5-Diamino-6-(4-phenoxyphenyl)pyrazine-2-carboxamide). Yield: 27.4%. RXN SMILES: [O:1]([C:8]1[CH:13]=[CH:12][C:11](B(O)O)=[CH:10][CH:9]=1)[C:2]1[CH:7]=[CH:6][CH:5]=[CH:4][CH:3]=1.[NH2:17][C:18]1[C:19]([C:26]([NH2:28])=[O:27])=[N:20][C:21](Cl)=[C:22]([NH2:24])[N:23]=1.C(=O)([O-])[O-].[Na+].[Na+].O>C1(C)C=CC=CC=1.C(O)C.C1C=CC([P]([Pd]([P](C2C=CC=CC=2)(C2C=CC=CC=2)C2C=CC=CC=2)([P](C2C=CC=CC=2)(C2C=CC=CC=2)C2C=CC=CC=2)[P](C2C=CC=CC=2)(C2C=CC=CC=2)C2C=CC=CC=2)(C2C=CC=CC=2)C2C=CC=CC=2)=CC=1>[NH2:17][C:18]1[C:19]([C:26]([NH2:28])=[O:27])=[N:20][C:21]([C:11]2[CH:12]=[CH:13][C:8]([O:1][C:2]3[CH:7]=[CH:6][CH:5]=[CH:4][CH:3]=3)=[CH:9][CH:10]=2)=[C:22]([NH2:24])[N:23]=1 |f:2.3.4,^1:49,51,70,89|. Procedure: To a mixture of 4-phenoxyphenylboronic acid (0.22 g, 1.02 mmol), 3,5-diamino-6-chloropyrazine-2-carboxamide (0.176 g, 0.919 mmol), sodium carbonate (0.33 g, 2.06 mmol) in toluene (14 mL), ethanol (3.5 mL), and water (3.5 mL) was added tetrakis(triphenylphosphine)palladium (60 mg). The mixture was refluxed overnight. The reaction was allowed to cool to room temperature, then partitioned between water and ethyl acetate. The aqueous layer was extracted one more time with ethyl acetate. The combined... Reagents/catalysts: C(=O)(C(F)(F)F)O (CF3COOH). Conditions: time 12 hour. Product: NC(C)C1=CC(=C(C(=C1)C=C)NS(=O)(=O)C)F (N-[4-(1-Aminoethyl)-2-fluoro-6-vinylphenyl]methanesulfonamide). Solvent: C(Cl)Cl (methylene chloride). Procedure: [1-(3-fluoro-4-methanesulfonylamino-5-vinyl phenyl)ethyl]carbamic acid tert-butyl ester (0.06 mmol, 20.2 mg) was dissolved in methylene chloride, 5˜6 drops of CF3COOH were added. A reaction mixture was stirred for 12 hr. A toluene was added. The reaction mixture was concentrated in vacuo to yield brownish syrup (20.8 mg, 100.0%). Reaction SMILES: C(OC(=O)[NH:7][CH:8]([C:10]1[CH:15]=[C:14]([CH:16]=[CH2:17])[C:13]([NH:18][S:19]([CH3:22])(=[O:21])=[O:20])=[C:12]([F:23])[CH:11]=1)[CH3:9])(C)(C)C.C1(C)C=CC=CC=1>C(Cl)Cl.C(O)(C(F)(F)F)=O>[NH2:7][CH:8]([C:10]1[CH:15]=[C:14]([CH:16]=[CH2:17])[C:13]([NH:18][S:19]([CH3:22])(=[O:21])=[O:20])=[C:12]([F:23])[CH:11]=1)[CH3:9]. The yield is 134.2%. Starting materials: C(C)(C)(C)OC(NC(C)C1=CC(=C(C(=C1)C=C)NS(=O)(=O)C)F)=O ([1-(3-fluoro-4-methanesulfonylamino-5-vinyl phenyl)ethyl]carbamic acid tert-butyl ester), C1(=CC=CC=C1)C (toluene). Starting materials: [Al+3], [H-], [H-], [H-], [H-], [Li+], [Na+], ON=C1CCN(CC2CCCO2)CC1, C1CCOC1, [OH-], O. Yields the product NC1CCN(CC2CCCO2)CC1. As a reaction SMILES: [Al+3:16].[H-:15].[H-:18].[H-:19].[H-:20].[Li+:17].[Na+:23].[O:1]1[CH:2]([CH2:6][N:7]2[CH2:8][CH2:9][C:10](=[N:13][OH:14])[CH2:11][CH2:12]2)[CH2:3][CH2:4][CH2:5]1.[O:24]1[CH2:25][CH2:26][CH2:27][CH2:28]1.[OH-:22].[OH2:21]>>[O:1]1[CH:2]([CH2:6][N:7]2[CH2:8][CH2:9][CH:10]([NH2:13])[CH2:11][CH2:12]2)[CH2:3][CH2:4][CH2:5]1. Starting materials: [BH4-], CO, CC(=O)CCCC1CCCC1, [Na+], O. Yields the product CC(O)CCCC1CCCC1. RXN SMILES: [BH4-:1].[CH3:15][OH:16].[CH:3]1([CH2:8][CH2:9][CH2:10][C:11]([CH3:12])=[O:13])[CH2:4][CH2:5][CH2:6][CH2:7]1.[Na+:2].[OH2:14]>>[CH:3]1([CH2:8][CH2:9][CH2:10][CH:11]([CH3:12])[OH:13])[CH2:4][CH2:5][CH2:6][CH2:7]1. Reactants: C(C)(C)(C)OC(=O)NCCC(=O)O (N-tert-butoxycarbonyl-β-alanine), N,N′-carbonyldiimidazole, O1CCC2=C1C=CC(=C2)C[C@H](C)N(CC)CC2CCNCC2 ((S)-N-[2-(2,3-dihydrobenzofuran-5-yl)-1-methylethyl]-N-ethyl-(piperidine-4-ylmethyl)amine). The solvent is ClCCl (dichloromethane), ClCCl (dichloromethane). Run at time 2 hour. Product: C(C)(C)(C)OC(=O)NCCC(=O)N1CCC(CC1)CN(CC)[C@H](CC=1C=CC2=C(CCO2)C1)C ((S)-3-tert-butoxycarbonylamino-1-[4-({[2-(2,3-dihydrobenzofuran-5-yl)-1-methylethyl]-ethylamino}methyl)piperidin-1-yl]propan-1-one). Isolated yield 97.2%. As a reaction SMILES: [C:1]([O:5][C:6]([NH:8][CH2:9][CH2:10][C:11]([OH:13])=O)=[O:7])([CH3:4])([CH3:3])[CH3:2].[O:14]1[C:18]2[CH:19]=[CH:20][C:21]([CH2:23][C@@H:24]([N:26]([CH2:29][CH:30]3[CH2:35][CH2:34][NH:33][CH2:32][CH2:31]3)[CH2:27][CH3:28])[CH3:25])=[CH:22][C:17]=2[CH2:16][CH2:15]1>ClCCl>[C:1]([O:5][C:6]([NH:8][CH2:9][CH2:10][C:11]([N:33]1[CH2:34][CH2:35][CH:30]([CH2:29][N:26]([C@@H:24]([CH3:25])[CH2:23][C:21]2[CH:20]=[CH:19][C:18]3[O:14][CH2:15][CH2:16][C:17]=3[CH:22]=2)[CH2:27][CH3:28])[CH2:31][CH2:32]1)=[O:13])=[O:7])([CH3:2])([CH3:3])[CH3:4]. Reported procedure: To a solution of N-tert-butoxycarbonyl-β-alanine (0.31 grams, 165 mmole) in dichloromethane (5 ml) was added N,N′-carbonyldiimidazole (0.3 grams, 185 mmole). The reaction mixture was stirred at room temperature for 2 hours. To the reaction mixture was added a solution of (S)-N-[2-(2,3-dihydrobenzofuran-5-yl)-1-methylethyl]-N-ethyl-(piperidine-4-ylmethyl)amine (0.5 grams, 1.65 mmole) in dichloromethane (2 ml). The reaction mixture was stirred for 16 hours. The solvent was evaporated and the resid...